Dataset: the Open Reaction Database (ORD), a public repository of structured organic reaction records. Task: describe an organic reaction: reactants, conditions, products, and yield The reactants are ClCCl, CCOC(=O)C(C(=O)OCC)C(Cc1ccccc1)c1ccc(NC(=O)OC(C)(C)C)nc1, CCO, [K+], [OH-]. Product: CCOC(=O)C(C(=O)O)C(Cc1ccccc1)c1ccc(NC(=O)OC(C)(C)C)nc1. As a reaction SMILES: [CH2:39]([Cl:40])[Cl:41].[CH2:3]([CH3:4])[O:5][C:6]([CH:7]([C:8](=[O:9])[O:10][CH2:11][CH3:12])[CH:13]([CH2:14][c:15]1[cH:16][cH:17][cH:18][cH:19][cH:20]1)[c:21]1[cH:22][n:23][c:24]([NH:27][C:28](=[O:29])[O:30][C:31]([CH3:32])([CH3:33])[CH3:34])[cH:25][cH:26]1)=[O:35].[CH3:36][CH2:37][OH:38].[K+:2].[OH-:1]>>[CH2:3]([CH3:4])[O:5][C:6]([CH:7]([C:8](=[O:9])[OH:10])[CH:13]([CH2:14][c:15]1[cH:16][cH:17][cH:18][cH:19][cH:20]1)[c:21]1[cH:22][n:23][c:24]([NH:27][C:28](=[O:29])[O:30][C:31]([CH3:32])([CH3:33])[CH3:34])[cH:25][cH:26]1)=[O:35]. The reactants are O=C1CSC2=C(N1)C=C(C=C2)C=O (3-oxo-3,4-dihydro-2H-benzo[1,4]thiazine-6-carbaldehyde), 1.c, COC1=CC=C(C2=C1N=CS2)C (4-methoxy-7-methyl-benzothiazole), C(C)(C)(C)OC(N[C@@H]1CC[C@H](CC1)C(N(C)OC)=O)=O ([trans-4-(methoxy-methyl-carbamoyl)-cyclohexyl]-carbamic acid tert-butyl ester). Yields the product COC1=CC=C(C2=C1N=C(S2)C(=O)[C@@H]2CC[C@H](CC2)NCC=2C=CC1=C(NC(CS1)=O)C2)C (6-{[trans-4-(4-methoxy-7-methyl-benzothiazole-2-carbonyl)-cyclohexylamino]-methyl}-4H-benzo[1,4]thiazin-3-one), solid. As a reaction SMILES: [CH3:1][O:2][C:3]1[C:8]2[N:9]=[CH:10][S:11][C:7]=2[C:6]([CH3:12])=[CH:5][CH:4]=1.C(O[C:18](=O)[NH:19][C@H:20]1[CH2:25][CH2:24][C@H:23]([C:26](=[O:31])N(OC)C)[CH2:22][CH2:21]1)(C)(C)C.[O:33]=[C:34]1[NH:39][C:38]2[CH:40]=[C:41](C=O)[CH:42]=[CH:43][C:37]=2[S:36][CH2:35]1>>[CH3:1][O:2][C:3]1[C:8]2[N:9]=[C:10]([C:26]([C@H:23]3[CH2:22][CH2:21][C@H:20]([NH:19][CH2:18][C:41]4[CH:42]=[CH:43][C:37]5[S:36][CH2:35][C:34](=[O:33])[NH:39][C:38]=5[CH:40]=4)[CH2:25][CH2:24]3)=[O:31])[S:11][C:7]=2[C:6]([CH3:12])=[CH:5][CH:4]=1. Procedure details: Using 4-methoxy-7-methyl-benzothiazole (5 mmol; J. Org. Chem. (1984), 49, 997), [trans-4-(methoxy-methyl-carbamoyl)-cyclohexyl]-carbamic acid tert-butyl ester (2.5 mmol) and 3-oxo-3,4-dihydro-2H-benzo[1,4]thiazine-6-carbaldehyde (0.3 mmol) according to the same protocol as that described for example 1, steps 1.a to 1.c, the title compound was obtained as a yellowish solid (20 mg). Reactants: COC1=CC=C(C=N1)C=NC1=C(C=C(C=C1)O)O (4-{[(6-methoxypyridin-3-yl)methylene]amino}benzene-1,3-diol), C(#N)C1=C(C(=O)C(=C(C1=O)Cl)Cl)C#N (DDQ). The solvent is C(Cl)Cl (CH2Cl2). Yields the product COC1=CC=C(C=N1)C=1OC2=C(N1)C=CC(=C2)O (2-(6-Methoxypyridin-3-yl)-1,3-benzoxazol-6-ol). Reaction SMILES: [CH3:1][O:2][C:3]1[N:8]=[CH:7][C:6]([CH:9]=[N:10][C:11]2[CH:16]=[CH:15][C:14]([OH:17])=[CH:13][C:12]=2[OH:18])=[CH:5][CH:4]=1.C(C1C(=O)C(Cl)=C(Cl)C(=O)C=1C#N)#N>C(Cl)Cl>[CH3:1][O:2][C:3]1[N:8]=[CH:7][C:6]([C:9]2[O:18][C:12]3[CH:13]=[C:14]([OH:17])[CH:15]=[CH:16][C:11]=3[N:10]=2)=[CH:5][CH:4]=1. Procedure: 4-{[(6-methoxypyridin-3-yl)methylene]amino}benzene-1,3-diol was dissolved in CH2Cl2 (30 mL) and DDQ was added. The reaction mixture was stirred over night at r.t., SiO2 was added and the solvents were removed under reduced pressure. The crude product was purified by flash column chromatography to give the title compound (189.1 mg). 1H NMR δ ppm 9.88 (s, 1H) 8.90 (dd, 1H) 8.35 (dd, 1H) 7.56 (d, 1H) 7.09 (d, 1H) 6.85 (dd, 1H) 3.95 (s, 3H); MS m/z 243 (M+H). Run at time 65 hour. Product: FC1=CC=C(CN2C=CC3=CC(=CC=C23)C=O)C=C1 (1-(4-Fluorobenzyl)-1H-indole-5-carboaldehyde). Solvent: CN(C)C=O (DMF). Starting materials: O (Water), [OH-].[K+] (potassium hydroxide), FC1=CC=C(CBr)C=C1 (4-fluorobenzyl bromide), N1C=CC2=CC(=CC=C12)C=O (Indole-5-carboaldehyde). Yield: 68.8%. RXN SMILES: [NH:1]1[C:9]2[C:4](=[CH:5][C:6]([CH:10]=[O:11])=[CH:7][CH:8]=2)[CH:3]=[CH:2]1.[OH-].[K+].[F:14][C:15]1[CH:22]=[CH:21][C:18]([CH2:19]Br)=[CH:17][CH:16]=1.O>CN(C=O)C>[F:14][C:15]1[CH:22]=[CH:21][C:18]([CH2:19][N:1]2[C:9]3[C:4](=[CH:5][C:6]([CH:10]=[O:11])=[CH:7][CH:8]=3)[CH:3]=[CH:2]2)=[CH:17][CH:16]=1 |f:1.2|. Reported procedure: Indole-5-carboaldehyde (1.0 g) was dissolved in DMF (14 mL), and potassium hydroxide (460 mg) and 4-fluorobenzyl bromide (1.4 g) were sequentially added thereto under ice cooling. The mixture was stirred for 65 hours at room temperature. Water was added to the reaction mixture, and the mixture was extracted with chloroform. The organic layer was washed with saturated brine and then dried over anhydrous sodium sulfate. After distilling off the solvent under reduced pressure, the residue was purif... Reactants: C(CC(O)(C(=O)O)CC(=O)O)(=O)O (citric acid), C[Al](C)C (Trimethylaluminium), CSC=1C=CC(=NC1)N (5-(methylthio)pyridin-2-amine), [Si](C)(C)(C(C)(C)C)O[C@H](C(=O)OC)COC(C)C ((S)-methyl 2-(tert-butyldimethylsilyloxy)-3-isopropoxypropanoate). Run in O (water), CCOC(=O)C (EtOAc), C1(=CC=CC=C1)C (toluene). Reaction conditions: temperature 0 celsius, time 20 minute. Yields the product [Si](C)(C)(C(C)(C)C)O[C@H](C(=O)NC1=NC=C(C=C1)SC)COC(C)C ((S)-2-(tert-butyldimethylsilyloxy)-3-isopropoxy-N-(5-(methylthio)pyridin-2-yl)propanamide). Yield: 56.8%. Reaction SMILES: C[Al](C)C.[CH3:5][S:6][C:7]1[CH:8]=[CH:9][C:10]([NH2:13])=[N:11][CH:12]=1.[Si:14]([O:21][C@@H:22]([CH2:27][O:28][CH:29]([CH3:31])[CH3:30])[C:23](OC)=[O:24])([C:17]([CH3:20])([CH3:19])[CH3:18])([CH3:16])[CH3:15].C(O)(=O)CC(CC(O)=O)(C(O)=O)O>C1(C)C=CC=CC=1.O.CCOC(C)=O>[Si:14]([O:21][C@@H:22]([CH2:27][O:28][CH:29]([CH3:31])[CH3:30])[C:23]([NH:13][C:10]1[CH:9]=[CH:8][C:7]([S:6][CH3:5])=[CH:12][N:11]=1)=[O:24])([C:17]([CH3:20])([CH3:19])[CH3:18])([CH3:16])[CH3:15]. Procedure: Trimethylaluminium (2M in toluene) (10.40 mL, 20.80 mmol) was added to 5-(methylthio)pyridin-2-amine (CAS no. 77618-99-6) (2.54 g, 18.09 mmol) in toluene (100 mL) cooled to 0° C. under nitrogen. The resulting solution was stirred at 0° C. for 20 minutes. (S)-methyl 2-(tert-butyldimethylsilyloxy)-3-isopropoxypropanoate (Intermediate C7b) (5 g, 18.09 mmol) was added and the reaction was allowed to warm to room temperature. The reaction was allowed to stir at room temperature for 1 hour. The temper... Yields the product CCc1nc(C(=O)O)cs1. RXN SMILES: [CH2:16]1[O:17][CH2:18][CH2:19][CH2:20]1.[CH2:3]([CH3:4])[c:5]1[s:6][cH:7][c:8]([C:10](=[O:11])[O:12][CH2:13][CH3:14])[n:9]1.[Li+:1].[OH-:2].[OH2:15]>>[CH2:3]([CH3:4])[c:5]1[s:6][cH:7][c:8]([C:10](=[O:11])[OH:12])[n:9]1. Reactants: C1CCOC1, CCOC(=O)c1csc(CC)n1, [Li+], [OH-], O.